From a dataset of the Open Reaction Database (ORD), a public repository of structured organic reaction records. describe an organic reaction: reactants, conditions, products, and yield Reactants: [Si](C)(C)(C(C)(C)C)OC[C@@H]1C[C@@H](CNC1)NC(OC(C)(C)C)=O (cis (+/−)-tert-butyl 5-((tert-butyl-dimethylsilyloxy)methyl)piperidin-3-ylcarbamate), ClC1=C(C=NC=C1)[N+](=O)[O-] (4-chloro-3-nitropyridine). The product is [Si](C)(C)(C(C)(C)C)OC[C@@H]1C[C@@H](CN(C1)C1=C(C=NC=C1)[N+](=O)[O-])NC(OC(C)(C)C)=O (cis (+/−)-tert-butyl 5-((tert-butyldimethylsilyloxy)methyl)-1-(3-nitropyridin-4-yl)-piperidin-3-ylcarbamate). Reaction SMILES: [Si:1]([O:8][CH2:9][C@H:10]1[CH2:15][NH:14][CH2:13][C@@H:12]([NH:16][C:17](=[O:23])[O:18][C:19]([CH3:22])([CH3:21])[CH3:20])[CH2:11]1)([C:4]([CH3:7])([CH3:6])[CH3:5])([CH3:3])[CH3:2].Cl[C:25]1[CH:30]=[CH:29][N:28]=[CH:27][C:26]=1[N+:31]([O-:33])=[O:32]>>[Si:1]([O:8][CH2:9][C@H:10]1[CH2:15][N:14]([C:25]2[CH:30]=[CH:29][N:28]=[CH:27][C:26]=2[N+:31]([O-:33])=[O:32])[CH2:13][C@@H:12]([NH:16][C:17](=[O:23])[O:18][C:19]([CH3:22])([CH3:21])[CH3:20])[CH2:11]1)([C:4]([CH3:7])([CH3:6])[CH3:5])([CH3:3])[CH3:2]. Procedure: Method 1 was followed using cis (+/−)-tert-butyl 5-((tert-butyl-dimethylsilyloxy)methyl)piperidin-3-ylcarbamate and 4-chloro-3-nitropyridine yielding cis (+/−)-tert-butyl 5-((tert-butyldimethylsilyloxy)methyl)-1-(3-nitropyridin-4-yl)-piperidin-3-ylcarbamate. LCMS (m/z): 467.0 (MH+); LC Rt=4.02 min. Isolated yield 28.3%. Reported procedure: 1-(6-Amino-9H-purin-9-yl)-3-[N-(N-tert-butoxycarbonyl-O-methyl-L-tyrosyl)-O-methyl-L-tyrosylamino]-1,3-dideoxy-β-D-ribofuranuronic acid (125 mg) was prepared by reacting 1-(6-amino-9H-purin-9-yl)-1,3-dideoxy-3-(O-methyl-L-tyrosylamino)-β-D-ribofuranuronic acid dihydrochloride monohydrate (330 mg) prepared in Example 4 with N-hydroxysuccinimide ester of N-tert-butoxycarbonyl-O-methyl-L-tyrosine (255 mg) according to a similar manner to that of Example 5, mp. 178°-180° C. (dec.). RXN SMILES: O.Cl.Cl.[NH2:4][C:5]1[N:13]=[CH:12][N:11]=[C:10]2[C:6]=1[N:7]=[CH:8][N:9]2[C@@H:14]1[O:19][C@H:18]([C:20]([OH:22])=[O:21])[C@@H:17]([NH:23][C:24](=[O:36])[C@H:25]([CH2:27][C:28]2[CH:33]=[CH:32][C:31]([O:34][CH3:35])=[CH:30][CH:29]=2)[NH2:26])[C@H:15]1[OH:16].[C:37]([O:41][C:42]([NH:44][C@H:45]([C:55](O)=[O:56])[CH2:46][C:47]1[CH:52]=[CH:51][C:50]([O:53][CH3:54])=[CH:49][CH:48]=1)=[O:43])([CH3:40])([CH3:39])[CH3:38]>>[NH2:4][C:5]1[N:13]=[CH:12][N:11]=[C:10]2[C:6]=1[N:7]=[CH:8][N:9]2[C@@H:14]1[O:19][C@H:18]([C:20]([OH:22])=[O:21])[C@@H:17]([NH:23][C:24](=[O:36])[C@H:25]([CH2:27][C:28]2[CH:33]=[CH:32][C:31]([O:34][CH3:35])=[CH:30][CH:29]=2)[NH:26][C:55](=[O:56])[C@H:45]([CH2:46][C:47]2[CH:48]=[CH:49][C:50]([O:53][CH3:54])=[CH:51][CH:52]=2)[NH:44][C:42]([O:41][C:37]([CH3:39])([CH3:40])[CH3:38])=[O:43])[C@H:15]1[OH:16] |f:0.1.2.3|. Starting materials: O.Cl.Cl.NC1=C2N=CN(C2=NC=N1)[C@H]1[C@H](O)[C@@H]([C@H](O1)C(=O)O)NC([C@@H](N)CC1=CC=C(C=C1)OC)=O (1-(6-amino-9H-purin-9-yl)-1,3-dideoxy-3-(O-methyl-L-tyrosylamino)-β-D-ribofuranuronic acid dihydrochloride monohydrate), N-hydroxysuccinimide ester, C(C)(C)(C)OC(=O)N[C@@H](CC1=CC=C(C=C1)OC)C(=O)O (N-tert-butoxycarbonyl-O-methyl-L-tyrosine). Product: NC1=C2N=CN(C2=NC=N1)[C@H]1[C@H](O)[C@@H]([C@H](O1)C(=O)O)NC([C@@H](NC([C@@H](NC(=O)OC(C)(C)C)CC1=CC=C(C=C1)OC)=O)CC1=CC=C(C=C1)OC)=O (1-(6-Amino-9H-purin-9-yl)-3-[N-(N-tert-butoxycarbonyl-O-methyl-L-tyrosyl)-O-methyl-L-tyrosylamino]-1,3-dideoxy-β-D-ribofuranuronic acid). The reactants are OC1=C(C=C(C=C1)C(/C=C/C1=CC=C(OCC(=O)O)C=C1)=O)C ((E)-2-(4-[3-(4-Hydroxy-3-methylphenyl)-3-oxoprop-1-enyl]phenoxy)acetic acid), NC(=O)N (urea). Run in O1CCOCC1 (dioxane), Cl (HCl). The product is OC1=C(C=C(C=C1)C=1C=C(NC(N1)=O)C1=CC=C(C=C1)OCC(=O)O)C (({4-[6-(4-Hydroxy-3-methylphenyl)-2-oxo-2,3-dihydropyrimidin-4-yl]phenyl}oxy)acetic acid). The yield is 35.5%. Reaction SMILES: [OH:1][C:2]1[CH:7]=[CH:6][C:5]([C:8](=O)/[CH:9]=[CH:10]/[C:11]2[CH:21]=[CH:20][C:14]([O:15][CH2:16][C:17]([OH:19])=[O:18])=[CH:13][CH:12]=2)=[CH:4][C:3]=1[CH3:23].[NH2:24][C:25]([NH2:27])=[O:26]>Cl.O1CCOCC1>[OH:1][C:2]1[CH:7]=[CH:6][C:5]([C:8]2[CH:9]=[C:10]([C:11]3[CH:21]=[CH:20][C:14]([O:15][CH2:16][C:17]([OH:19])=[O:18])=[CH:13][CH:12]=3)[NH:24][C:25](=[O:26])[N:27]=2)=[CH:4][C:3]=1[CH3:23]. Procedure: (E)-2-(4-[3-(4-Hydroxy-3-methylphenyl)-3-oxoprop-1-enyl]phenoxy)acetic acid (10.0 g, 32.0 mmol) and urea (5.9 g, 0.10 mol) was suspended in 150 mL of 4N HCl solution in dioxane, and the reaction mixture was heated to reflux overnight, then cooled to room temperature. The resulted mixture was concentrated in vacuo to remove dioxane. The residues were suspended in 100 mL of 2-propanol and heated in a 90° C. oil bath for 10 minutes, then let it cooled down to room temperature by itself. The suspens... The reactants are CC(=O)Nc1c[nH]c2ncc(Br)c(F)c12, CCCCO, CCN(C(C)C)C(C)C, CC(C)(C)OC(=O)NC1CCNC1. Yields the product CC(=O)Nc1c[nH]c2ncc(Br)c(N3CCC(NC(=O)OC(C)(C)C)C3)c12. As a reaction SMILES: [Br:1][c:2]1[c:3]([F:15])[c:4]2[c:5]([n:6][cH:7]1)[nH:8][cH:9][c:10]2[NH:11][C:12]([CH3:13])=[O:14].[CH2:38]([OH:39])[CH2:40][CH2:41][CH3:42].[CH:16]([N:17]([CH2:18][CH3:19])[CH:20]([CH3:21])[CH3:22])([CH3:23])[CH3:24].[NH:25]1[CH2:26][CH:27]([NH:30][C:31]([O:32][C:33]([CH3:34])([CH3:35])[CH3:36])=[O:37])[CH2:28][CH2:29]1>>[Br:1][c:2]1[c:3]([N:25]2[CH2:26][CH:27]([NH:30][C:31]([O:32][C:33]([CH3:34])([CH3:35])[CH3:36])=[O:37])[CH2:28][CH2:29]2)[c:4]2[c:5]([n:6][cH:7]1)[nH:8][cH:9][c:10]2[NH:11][C:12]([CH3:13])=[O:14]. Solvent: O (water), O (water), O1CCOCC1 (dioxan). Product: C(C)S(=O)(=O)C=1C=C2C=CC(=CC2=CC1)C(=O)O (6-ethylsulfonyl-2-naphthalene carboxylic acid). Conditions: temperature 5 celsius. Procedure: There is prepared in a first stage a solution of sodium hypobromite by adding, at 0° C., 3 cm3 of bromine to a stirred solution containing 7.5 g of soda in 35 cm3 of water. Then, there is slowly introduced a suspension of 1 g of 2-acetyl-6-ethylsulfonyl naphthalene dispersed in 20 cm3 of dioxan in a fashion to maintain the temperature of the reaction mixture lower than 5° C. At the end of the addition, this temperature is again maintained for 1 hour and then there are slowly added at ambient tem... As a reaction SMILES: Br[O-].[Na+].BrBr.[C:6]([C:9]1[CH:18]=[CH:17][C:16]2[C:11](=[CH:12][CH:13]=[C:14]([S:19]([CH2:22][CH3:23])(=[O:21])=[O:20])[CH:15]=2)[CH:10]=1)(=[O:8])C.S(S([O-])=O)([O-])(=O)=[O:25].[Na+].[Na+]>O.O1CCOCC1>[CH2:22]([S:19]([C:14]1[CH:15]=[C:16]2[C:11](=[CH:12][CH:13]=1)[CH:10]=[C:9]([C:6]([OH:8])=[O:25])[CH:18]=[CH:17]2)(=[O:21])=[O:20])[CH3:23] |f:0.1,4.5.6|. The yield is 94.3%. Reactants: Br[O-].[Na+] (sodium hypobromite), BrBr (bromine), S(=O)(=O)([O-])S(=O)[O-].[Na+].[Na+] (sodium metabisulfite), C(C)(=O)C1=CC2=CC=C(C=C2C=C1)S(=O)(=O)CC (2-acetyl-6-ethylsulfonyl naphthalene). The reactants are ICCCC (1-iodobutane), OC1=CC=C2C(CC(C2=C1)=O)(C)C (6-hydroxy-3,3-dimethylindan-1-one), [H-].[Na+] (sodium hydride). Solvent: CN(C)C=O (DMF), CN(C)C=O (DMF). Run at time 1 hour. Yields the product C(CCC)OC1=CC=C2C(CC(C2=C1)=O)(C)C (6-butoxy-3,3-dimethylindan-1-one). Yield: 84.2%. As a reaction SMILES: [OH:1][C:2]1[CH:10]=[C:9]2[C:5]([C:6]([CH3:13])([CH3:12])[CH2:7][C:8]2=[O:11])=[CH:4][CH:3]=1.[H-].[Na+].I[CH2:17][CH2:18][CH2:19][CH3:20]>CN(C=O)C>[CH2:17]([O:1][C:2]1[CH:10]=[C:9]2[C:5]([C:6]([CH3:13])([CH3:12])[CH2:7][C:8]2=[O:11])=[CH:4][CH:3]=1)[CH2:18][CH2:19][CH3:20] |f:1.2|. Procedure: Under nitrogen, a solution of 28.5 g (0.16 mol) of 6-hydroxy-3,3-dimethylindan-1-one (J. Org. Chem. 19; 1954; 305) in 200 ml of DMF was added dropwise to a solution of 5.6 g (0.19 mol) of 80% sodium hydride in 250 ml of DMF. After 1 h at RT, 30.4 g (0.17 mol) of 1-iodobutane were added, and the mixture was stirred at RT for 2 h. The solvent was distilled off under reduced pressure, the residue was taken up in EA and water and the organic phase was washed successively with dil. hydrochloric acid ... Reactants: CCS(=O)(=O)c1ccc(Oc2cc3[nH]c(-c4cnccn4)nc3cc2C2CCC(O)O2)cc1, O=N[O-], [Na+], O=C(O)C(F)(F)F. Product: CCS(=O)(=O)c1ccc(Oc2cc3[nH]c(-c4cnccn4)nc3cc2C2CCC(=O)O2)cc1. As a reaction SMILES: [CH2:12]([CH3:13])[S:14](=[O:15])(=[O:16])[c:17]1[cH:18][cH:19][c:20]([O:21][c:22]2[c:23]([CH:37]3[CH2:38][CH2:39][CH:40]([OH:42])[O:41]3)[cH:24][c:25]3[c:26]([nH:27][c:28](-[c:30]4[n:31][cH:32][cH:33][n:34][cH:35]4)[n:29]3)[cH:36]2)[cH:43][cH:44]1.[N:1]([O-:2])=[O:3].[Na+:4].[OH:5][C:6]([C:7]([F:8])([F:9])[F:10])=[O:11]>>[CH2:12]([CH3:13])[S:14](=[O:15])(=[O:16])[c:17]1[cH:18][cH:19][c:20]([O:21][c:22]2[c:23]([CH:37]3[CH2:38][CH2:39][C:40](=[O:42])[O:41]3)[cH:24][c:25]3[c:26]([nH:27][c:28](-[c:30]4[n:31][cH:32][cH:33][n:34][cH:35]4)[n:29]3)[cH:36]2)[cH:43][cH:44]1.